Dataset: the Open Reaction Database (ORD), a public repository of structured organic reaction records. Task: describe an organic reaction: reactants, conditions, products, and yield The reactants are [N+](=O)([O-])C=1C=CC2=C(C(NS2)=O)C1 (5-nitro-l,2-benzisothiazol-3(2H)-one), P(=O)(Cl)(Cl)Cl (phosphorus oxychloride), C(CCC)N(CCCC)CCCC (tributylamine), ice water. Solvent: C(Cl)Cl (methylene chloride). Run at temperature 109 celsius, time 8 hour. The product is ClC1=NSC2=C1C=C(C=C2)[N+](=O)[O-] (3-Chloro-5-nitro-1,2-benzisothiazole). As a reaction SMILES: [N+:1]([C:4]1[CH:5]=[CH:6][C:7]2[S:11][NH:10][C:9](=O)[C:8]=2[CH:13]=1)([O-:3])=[O:2].P(Cl)(Cl)([Cl:16])=O.C(N(CCCC)CCCC)CCC>C(Cl)Cl>[Cl:16][C:9]1[C:8]2[CH:13]=[C:4]([N+:1]([O-:3])=[O:2])[CH:5]=[CH:6][C:7]=2[S:11][N:10]=1. Reported procedure: A mixture of 5-nitro-l,2-benzisothiazol-3(2H)-one (10.0 g, 0.0510 mol), phosphorus oxychloride (40.0 mL, 0.429 mol) and tributylamine (12.0 mL, 0.050 mol) is heated at 103-115° C. for six hours, stirred at room temperature overnight, and poured into an ice-water mixture. The resultant aqueous mixture is extracted with methylene chloride. The combined organic extracts are washed sequentially with water and saturated sodium hydrogen carbonate solution, dried over anhydrous sodium sulfate, and conc... Reactants: N1N=NN=C1 (tetrazole), C([O-])([O-])=O.[K+].[K+] (potassium carbonate), [I-].[K+] (potassium iodide), BrCC1=CC=C(C#N)C=C1 (4-bromomethylbenzonitrile). Run in CC(=O)C (acetone). Reaction SMILES: [NH:1]1[CH:5]=[N:4][N:3]=[N:2]1.C(=O)([O-])[O-].[K+].[K+].[I-].[K+].Br[CH2:15][C:16]1[CH:23]=[CH:22][C:19]([C:20]#[N:21])=[CH:18][CH:17]=1>CC(C)=O>[N:1]1[N:2]([CH2:15][C:16]2[CH:23]=[CH:22][C:19]([C:20]#[N:21])=[CH:18][CH:17]=2)[N:3]=[N:4][CH:5]=1 |f:1.2.3,4.5|. Conditions: time 19 hour. The product is N=1N(N=NC1)CC1=CC=C(C#N)C=C1 (4-(2-tetrazolyl)methyl-benzonitrile). Reported procedure: 6.3 g of tetrazole, 8.28 g of potassium carbonate and 0.675 g of potassium iodide are added in succession to a solution of 12 g of 4-bromomethylbenzonitrile in 400 ml of acetone and the mixture is then stirred for 19 hours at 40°-45°. The reaction mixture is cooled, filtered and concentrated. The residue is partitioned between CH2Cl2 and water. The organic phase is washed with brine, dried over sodium sulfate and then concentrated by evaporation. Subsequent chromatography (silica gel) yields fir... Reactants: C(CC)(=O)OC(CC)=O (propanoic anhydride), C(CC)(=O)O (propanoic acid), C=1(C(=CC=CC1)C)C (xylene), OC(CCCCCCCC(=O)O)C(CC(CCCCCC)O)O (9,10,12-Trihydroxy octadecanoic acid), C=1(C(=CC=CC1)C)C (xylene), C(CC)(=O)OC(CC)=O (propanoic anhydride), CC1=C(C(=NC=C1)N)C (Dimethyl amino pyridine). Reaction conditions: temperature 180 celsius, time 6 hour. Product: COC(CCCCCCCC(C(CC(CCCCCC)OCCC)OCCC)OCCC)=O (9,10,12-tripropoxy octadecanoic acid methyl ester). As a reaction SMILES: [OH:1][CH:2]([CH:13]([OH:23])[CH2:14][CH:15]([OH:22])[CH2:16][CH2:17][CH2:18][CH2:19][CH2:20][CH3:21])[CH2:3][CH2:4][CH2:5][CH2:6][CH2:7][CH2:8][CH2:9][C:10]([OH:12])=[O:11].C(O[C:29](=O)[CH2:30][CH3:31])(=O)CC.[CH3:33][C:34]1[CH:39]=CN=C(N)C=1C.[C:42](O)(=O)[CH2:43][CH3:44].[C:47]1(C)C(C)=CC=CC=1>>[CH3:47][O:11][C:10](=[O:12])[CH2:9][CH2:8][CH2:7][CH2:6][CH2:5][CH2:4][CH2:3][CH:2]([O:1][CH2:31][CH2:30][CH3:29])[CH:13]([O:23][CH2:42][CH2:43][CH3:44])[CH2:14][CH:15]([O:22][CH2:33][CH2:34][CH3:39])[CH2:16][CH2:17][CH2:18][CH2:19][CH2:20][CH3:21]. Procedure: 9,10,12-Trihydroxy octadecanoic acid rich fatty acid methyl esters (300 g) as prepared in example 1 was taken in one lit R.B.Flask and to this added propanoic anhydride (681 g), Dimethyl amino pyridine (DMAP, 300 mg) and xylene (100 ml) and stirred the contents magnetically at 180° C. for 6 hr. The course of the reaction was monitored by TLC. After completion of the reaction xylene and unconverted propanoic anhydride and propanoic acid were distilled under reduced pressure and the residue was ta... The reactants are C(C1=CC=CC=C1)N1C2(CCCC2)CNC(C1)(C)C (6-benzyl-8,8-dimethyl-6,9-diaza-spiro[4.5]decane), C1(CC1)C(CN)(C)N (2-cyclopropyl-propane-1,2-diamine), CC(C#N)(O)C (acetone cyanohydrin). Yields the product C(C1=CC=CC=C1)N1C(CNC(C1)(C)C1CC1)(C)C (1-Benzyl-5-cyclopropyl-2,2,5-trimethyl-piperazine). RXN SMILES: [CH2:1]([N:8]1[CH2:17][C:16]([CH3:19])([CH3:18])[NH:15][CH2:14][C:9]21[CH2:13]CC[CH2:10]2)[C:2]1[CH:7]=[CH:6][CH:5]=[CH:4][CH:3]=1.[CH:20]1(C(N)(C)CN)C[CH2:21]1.CC(C)(O)C#N>>[CH2:1]([N:8]1[CH2:17][C:16]([CH:18]2[CH2:21][CH2:20]2)([CH3:19])[NH:15][CH2:14][C:9]1([CH3:10])[CH3:13])[C:2]1[CH:3]=[CH:4][CH:5]=[CH:6][CH:7]=1. Procedure details: 1-Benzyl-5-cyclopropyl-2,2,5-trimethyl-piperazine was synthesized in analogy to 6-benzyl-8,8-dimethyl-6,9-diaza-spiro[4.5]decane starting from 2-cyclopropyl-propane-1,2-diamine and acetone cyanohydrin. Starting materials: F[C@@H]1[C@@H]2[C@H]3CCC(C=C3CC[C@H]2[C@@H]2CCC([C@@]2(C)C1)O)=O (11β-fluoro-4-estren-17-ol-3-one), O (water). The reagents and catalysts are [Cu](Br)Br (copper(II) bromide), [Cu](Br)Br (copper(II) bromide). Solvent: C(C)#N (acetonitrile). Run at time 16 hour. Yields the product F[C@@H]1[C@@H]2C=3C=CC(=CC3CC[C@H]2[C@@H]2CCC([C@@]2(C)C1)=O)O (11β-Fluoro-1,3,5(10)-estratrien-3-ol-17-one). RXN SMILES: [F:1][C@H:2]1[CH2:19][C@@:17]2([CH3:18])[C@@H:13]([CH2:14][CH2:15][CH:16]2[OH:20])[C@H:12]2[C@H:3]1[C@@H:4]1[C:9]([CH2:10][CH2:11]2)=[CH:8][C:7](=[O:21])[CH2:6][CH2:5]1.O>C(#N)C.[Cu](Br)Br>[F:1][C@H:2]1[CH2:19][C@@:17]2([CH3:18])[C@@H:13]([CH2:14][CH2:15][C:16]2=[O:20])[C@H:12]2[C@H:3]1[C:4]1[CH:5]=[CH:6][C:7]([OH:21])=[CH:8][C:9]=1[CH2:10][CH2:11]2. Procedure: 43.55 g of 11β-fluoro-4-estren-17-ol-3-one (150 mmol, Tetrahedron Letters 1995, 2611) is suspended in 1500 ml of acetonitrile, 50 g of copper(II) bromide is added, and it is stirred at room temperature. After 16 hours, additional copper(II) bromide is added in three portions (25 g, 12 g, 6 g) within 6 hours, and finally stirred for another 6 hours at room temperature. The reaction mixture is cooled in an ice bath, mixed with 500 ml of water and extracted with ethyl acetate. The organic phase is ... Reactants: ClC(Cl)(Cl)OC(=O)Cl (trichloromethylchloroformate), COC1=C(C(=CC=C1)[N+](=O)[O-])N (2-methoxy-6-nitro-phenylamine), C1CCOC1 (THF). Conditions: time 4 hour. Yields the product COC1=C(C(=CC=C1)[N+](=O)[O-])NC(OCC)=O (ethyl (2-methoxy-6-nitro-phenyl)-carbamate). Reaction SMILES: Cl[C:2]([O:5][C:6](Cl)=[O:7])(Cl)Cl.[CH3:9][O:10][C:11]1[CH:16]=[CH:15][CH:14]=[C:13]([N+:17]([O-:19])=[O:18])[C:12]=1[NH2:20].[CH2:21]1COCC1>>[CH3:9][O:10][C:11]1[CH:16]=[CH:15][CH:14]=[C:13]([N+:17]([O-:19])=[O:18])[C:12]=1[NH:20][C:6](=[O:7])[O:5][CH2:2][CH3:21]. Procedure: 17.1 mL (0.141 mol) trichloromethylchloroformate are added dropwise at reflux temperature to a solution of 23.8 g (0.142 mol) 2-methoxy-6-nitro-phenylamine in 300 mL THF and then the mixture is stirred for 4 hours at this temperature. The solvent is distilled off and the residue is stirred with isopropanol, during which time a yellow solid is precipitated. Yield: 25.0 g (73%); mass spectroscopy: [M+H]+=241.